Dataset: the Open Reaction Database (ORD), a public repository of structured organic reaction records. Task: describe an organic reaction: reactants, conditions, products, and yield The reactants are ClC(Cl)Cl, CN1Cc2c(C(=O)O)ncn2-c2cccc(Cl)c2C1=O, O=C=O. The product is CN1Cc2cncn2-c2cccc(Cl)c2C1=O. Reaction SMILES: [CH:24]([Cl:25])([Cl:26])[Cl:27].[Cl:1][c:2]1[cH:3][cH:4][cH:5][c:6]2[c:7]1[C:8](=[O:20])[N:9]([CH3:19])[CH2:10][c:11]1[n:12]-2[cH:13][n:14][c:15]1[C:16]([OH:17])=[O:18].[O:21]=[C:22]=[O:23]>>[Cl:1][c:2]1[cH:3][cH:4][cH:5][c:6]2[c:7]1[C:8](=[O:20])[N:9]([CH3:19])[CH2:10][c:11]1[n:12]-2[cH:13][n:14][cH:15]1. Starting materials: mixture, BrC1=CC=C(C=C1)[C@@H]1CC[C@H](CC1)CC(=O)[O-] (trans-4-(p-bromophenyl)-cyclohexylacetate), C1(=CC=CC=C1)C (toluene), O (water), [OH-].[Na+] (NaOH), O (water). Solvent: C(C)O (ethanol). The product is BrC1=CC=C(C=C1)[C@@H]1CC[C@H](CC1)O (trans-4-(p-bromophenyl)-cyclohexanol). As a reaction SMILES: [Br:1][C:2]1[CH:7]=[CH:6][C:5]([C@H:8]2[CH2:13][CH2:12][C@H:11](CC([O-])=O)[CH2:10][CH2:9]2)=[CH:4][CH:3]=1.[OH-:18].[Na+].O.C1(C)C=CC=CC=1>C(O)C>[Br:1][C:2]1[CH:7]=[CH:6][C:5]([C@H:8]2[CH2:13][CH2:12][C@H:11]([OH:18])[CH2:10][CH2:9]2)=[CH:4][CH:3]=1 |f:1.2|. Reported procedure: The mixture (208.5 g) of the compound (X1) and the compound (X11) obtained in Step E was dissolved in ethanol (460 ml), and a solution of NaOH (28 g) and water (30 ml) was added and the mixture was heated, followed by reflux for one hour. After cooling, toluene (500 ml) and water (500 ml) were added, and the resulting toluene layer was washed with 2 N--NaOH aqueous solution and further with water till the layer became neutral. After removing toluene by concentration of the layer, the resulting r... The reactants are Cl.Cl.CNNC (N,N′-dimethylhydrazine dihydrochloride), C([O-])([O-])=O.[K+].[K+] (potassium carbonate), BrC1=NN(C(=C1)C1=NC2=C(C(O1)=O)C=C(C=C2C)[N+](=O)[O-])C2=NC=CC=C2Cl (2-[3-bromo-1-(3-chloro-2-pyridinyl)-1H-pyrazol-5-yl]-8-methyl-6-nitro-4H-3,1-benzoxazine-4-one). Solvent: CN(C=O)C (N,N-dimethylformamide), O (water), O (water). Conditions: time 2 hour. Yields the product BrC1=NN(C(=C1)C(=O)NC1=C(C=C(C=C1C)[N+](=O)[O-])C(=O)N(NC)C)C1=NC=CC=C1Cl (3-bromo-1-(3-chloro-2-pyridinyl)-N-[2-(N,N′-dimethylhydrazinocarbonyl)-6-methyl-4-nitrophenyl]-1H-pyrazole-5-carboxamide). Reaction SMILES: Cl.Cl.[CH3:3][NH:4][NH:5][CH3:6].C(=O)([O-])[O-].[K+].[K+].[Br:13][C:14]1[CH:18]=[C:17]([C:19]2[O:24][C:23](=[O:25])[C:22]3[CH:26]=[C:27]([N+:31]([O-:33])=[O:32])[CH:28]=[C:29]([CH3:30])[C:21]=3[N:20]=2)[N:16]([C:34]2[C:39]([Cl:40])=[CH:38][CH:37]=[CH:36][N:35]=2)[N:15]=1>O.CN(C)C=O>[Br:13][C:14]1[CH:18]=[C:17]([C:19]([NH:20][C:21]2[C:29]([CH3:30])=[CH:28][C:27]([N+:31]([O-:33])=[O:32])=[CH:26][C:22]=2[C:23]([N:4]([CH3:3])[NH:5][CH3:6])=[O:25])=[O:24])[N:16]([C:34]2[C:39]([Cl:40])=[CH:38][CH:37]=[CH:36][N:35]=2)[N:15]=1 |f:0.1.2,3.4.5|. Procedure: To a mixture of 0.26 g of N,N′-dimethylhydrazine dihydrochloride, 2 ml of water, 0.5 g of potassium carbonate and 10 ml of N,N-dimethylformamide was added 0.20 g of 2-[3-bromo-1-(3-chloro-2-pyridinyl)-1H-pyrazol-5-yl]-8-methyl-6-nitro-4H-3,1-benzoxazine-4-one. The resulting mixture was stirred at room temperature for 2 hours. The reaction mixture was poured into water, and extracted with ethyl acetate three times. The organic layers were combined, washed successively with water and an aqueous sa... Starting materials: Brc1ncccn1, CCOC1CNCC1Nc1nc(CC)c(-c2ccc(OC)cc2C)nc1CC, CCOC1CN(c2nccs2)CC1Nc1nc(CC)c(-c2ccc(Cl)cc2Cl)nc1CC. Product: CCOC1CN(c2ncccn2)CC1Nc1nc(CC)c(-c2ccc(OC)cc2C)nc1CC. As a reaction SMILES: [Br:33][c:34]1[n:35][cH:36][cH:37][cH:38][n:39]1.[CH2:40]([CH3:41])[O:42][CH:43]1[CH:44]([NH:48][c:49]2[n:50][c:51]([CH2:66][CH3:67])[c:52](-[c:57]3[c:58]([CH3:65])[cH:59][c:60]([O:63][CH3:64])[cH:61][cH:62]3)[n:53][c:54]2[CH2:55][CH3:56])[CH2:45][NH:46][CH2:47]1.[Cl:1][c:2]1[cH:3][c:4]([Cl:5])[cH:6][cH:7][c:8]1-[c:9]1[n:10][c:11]([CH2:12][CH3:13])[c:14]([NH:15][CH:16]2[CH:17]([O:18][CH2:19][CH3:20])[CH2:21][N:22]([c:23]3[s:24][cH:25][cH:26][n:27]3)[CH2:28]2)[n:29][c:30]1[CH2:31][CH3:32]>>[c:34]1([N:46]2[CH2:45][CH:44]([NH:48][c:49]3[n:50][c:51]([CH2:66][CH3:67])[c:52](-[c:57]4[c:58]([CH3:65])[cH:59][c:60]([O:63][CH3:64])[cH:61][cH:62]4)[n:53][c:54]3[CH2:55][CH3:56])[CH:43]([O:42][CH2:40][CH3:41])[CH2:47]2)[n:35][cH:36][cH:37][cH:38][n:39]1. Starting materials: CC(C)(C)N1N=C(C2=C1N=C(C=C2C(=O)OCC)OS(=O)(=O)C(F)(F)F)C (Ethyl 1-(1,1-dimethylethyl)-3-methyl-6-{[(trifluoromethyl)sulfonyl]oxy}-1H-pyrazolo[3,4-b]pyridine-4-carboxylate), N1=CC(=CC=C1)B(O)O (3-pyridinylboronic acid), C(=O)(O)[O-].[Na+] (NaHCO3), O1CCOCC1 (1,4-dioxane). The reagents and catalysts are C1=CC=C(C=C1)P([C-]2C=CC=C2)C3=CC=CC=C3.C1=CC=C(C=C1)P([C-]2C=CC=C2)C3=CC=CC=C3.Cl[Pd]Cl.[Fe+2].C(Cl)Cl (PdCl2(dppf) CH2Cl2). The solvent is CCOC(=O)C (EtOAc). The product is CC(C)(C)N1N=C(C2=C1N=C(C=C2C(=O)OCC)C=2C=NC=CC2)C (Ethyl 1-(1,1-dimethylethyl)-3-methyl-6-(3-pyridinyl)-1H-pyrazolo[3,4-b]pyridine-4-carboxylate). As a reaction SMILES: [CH3:1][C:2]([N:5]1[C:9]2[N:10]=[C:11](OS(C(F)(F)F)(=O)=O)[CH:12]=[C:13]([C:14]([O:16][CH2:17][CH3:18])=[O:15])[C:8]=2[C:7]([CH3:27])=[N:6]1)([CH3:4])[CH3:3].[N:28]1[CH:33]=[CH:32][CH:31]=[C:30](B(O)O)[CH:29]=1.C([O-])(O)=O.[Na+].O1CCOCC1>CCOC(C)=O.C1C=CC(P(C2C=CC=CC=2)[C-]2C=CC=C2)=CC=1.C1C=CC(P(C2C=CC=CC=2)[C-]2C=CC=C2)=CC=1.Cl[Pd]Cl.[Fe+2].C(Cl)Cl>[CH3:1][C:2]([N:5]1[C:9]2[N:10]=[C:11]([C:30]3[CH:29]=[N:28][CH:33]=[CH:32][CH:31]=3)[CH:12]=[C:13]([C:14]([O:16][CH2:17][CH3:18])=[O:15])[C:8]=2[C:7]([CH3:27])=[N:6]1)([CH3:4])[CH3:3] |f:2.3,6.7.8.9.10|. Reported procedure: Ethyl 1-(1,1-dimethylethyl)-3-methyl-6-{[(trifluoromethyl)sulfonyl]oxy}-1H-pyrazolo[3,4-b]pyridine-4-carboxylate (100 mg, 0.244 mmol), 3-pyridinylboronic acid (39.0 mg, 0.318 mmol), aq. saturated NaHCO3 (1 mL) and 1,4-dioxane (3 mL) were degassed with nitrogen (10 min) followed by addition of PdCl2(dppf)-CH2Cl2 adduct (9.97 mg, 0.012 mmol). The sealed mixture was irradiated (microwave) at 120° C. for 40 min. The reaction mixture was diluted with EtOAc and filtered. The filtrate was concentrated ... Reactants: CO, CON=CNC(=O)c1ccc(C=O)cc1C, Cl, O, NO. Product: CON=CNC(=O)c1ccc(C=NO)cc1C. As a reaction SMILES: [CH3:20][OH:21].[CH:1](=[O:2])[c:3]1[cH:4][c:5]([CH3:16])[c:6]([C:7](=[O:8])[NH:9][CH:10]=[N:11][O:12][CH3:13])[cH:14][cH:15]1.[ClH:17].[OH2:22].[OH:18][NH2:19]>>[CH:1]([c:3]1[cH:4][c:5]([CH3:16])[c:6]([C:7](=[O:8])[NH:9][CH:10]=[N:11][O:12][CH3:13])[cH:14][cH:15]1)=[N:19][OH:18]. Reactants: N1(CCCCC1)CC1=CC=CC(=N1)OCCCN (3-(6-piperidinomethyl-2-pyridyloxy)propylamine), ClC1=NC(=CC=C1)C (2-chloro-6-methylpyridine), BrC1=NC=CC(=C1)C (2-bromo-4-methylpyridine). Product: N1(CCCCC1)CC1=CC(=NC=C1)OCCCN (3-(4-Piperidinomethyl-2-pyridyloxy)propylamine). Reaction SMILES: N1(C[C:8]2[N:13]=[C:12]([O:14][CH2:15][CH2:16][CH2:17][NH2:18])[CH:11]=[CH:10][CH:9]=2)CCCCC1.Cl[C:20]1[CH:25]=[CH:24][CH:23]=[C:22](C)[N:21]=1.Br[C:28]1C=C(C)C=CN=1>>[N:21]1([CH2:28][C:10]2[CH:9]=[CH:8][N:13]=[C:12]([O:14][CH2:15][CH2:16][CH2:17][NH2:18])[CH:11]=2)[CH2:20][CH2:25][CH2:24][CH2:23][CH2:22]1. Procedure: When the general procedure for the preparation of 3-(6-piperidinomethyl-2-pyridyloxy)propylamine described in U.K. Patent Application No. 2,098,988 was followed except that the 2-chloro-6-methylpyridine utilized therein was replaced by 2-bromo-4-methylpyridine, then the title compound was produced as an oil. The reactants are CO.CC(C)O.O(C(C)C)C(C)C (MeOH iPrOH iPr2O), N([C@@H](C(C)C)C(=O)N1[C@H](C(=O)N2[C@H](C(=O)N[C@@H](CC(C)C)C(=O)NCC(=O)N[C@@H](CC3=CNC4=CC=CC=C34)C(=O)N[C@@H](CCSC)C(=O)N)CCC2)CCC1)C(=O)OC(C)(C)C (BOC-Val-Pro-Pro-Leu-Gly-Trp-Met-NH2), C(Cl)Cl (CH2Cl2). The product is N[C@@H](C(C)C)C(=O)N1[C@H](C(=O)N2[C@H](C(=O)N[C@@H](CC(C)C)C(=O)NCC(=O)N[C@@H](CC3=CNC4=CC=CC=C34)C(=O)N[C@@H](CCSC)C(=O)N)CCC2)CCC1.Cl (H-Val-Pro-Pro-Leu-Gly-Trp-Met-NH2.HCl). Yield: 68.0%. As a reaction SMILES: [NH:1](C(OC(C)(C)C)=O)[C@H:2]([C:6]([N:8]1[CH2:56][CH2:55][CH2:54][C@H:9]1[C:10]([N:12]1[CH2:53][CH2:52][CH2:51][C@H:13]1[C:14]([NH:16][C@H:17]([C:22]([NH:24][CH2:25][C:26]([NH:28][C@H:29]([C:40]([NH:42][C@H:43]([C:48]([NH2:50])=[O:49])[CH2:44][CH2:45][S:46][CH3:47])=[O:41])[CH2:30][C:31]1[C:39]2[C:34](=[CH:35][CH:36]=[CH:37][CH:38]=2)[NH:33][CH:32]=1)=[O:27])=[O:23])[CH2:18][CH:19]([CH3:21])[CH3:20])=[O:15])=[O:11])=[O:7])[CH:3]([CH3:5])[CH3:4].CO.CC(O)C.O(C(C)C)C(C)C.C(Cl)[Cl:78]>>[NH2:1][C@H:2]([C:6]([N:8]1[CH2:56][CH2:55][CH2:54][C@H:9]1[C:10]([N:12]1[CH2:53][CH2:52][CH2:51][C@H:13]1[C:14]([NH:16][C@H:17]([C:22]([NH:24][CH2:25][C:26]([NH:28][C@H:29]([C:40]([NH:42][C@H:43]([C:48]([NH2:50])=[O:49])[CH2:44][CH2:45][S:46][CH3:47])=[O:41])[CH2:30][C:31]1[C:39]2[C:34](=[CH:35][CH:36]=[CH:37][CH:38]=2)[NH:33][CH:32]=1)=[O:27])=[O:23])[CH2:18][CH:19]([CH3:21])[CH3:20])=[O:15])=[O:11])=[O:7])[CH:3]([CH3:5])[CH3:4].[ClH:78] |f:1.2.3,5.6|. Reported procedure: Starting from 2.45 g (2.73 mmol) of BOC-Val-Pro-Pro-Leu-Gly-Trp-Met-NH2 (XV) and operating as described in Example 1, Step 6, but using as eluant systems CH2Cl2 :MeOH:H2O=85:15:1 by volume and CH2Cl2 :MeOH:H2O=80:20:1 by volume during the chromatographic purification, 1.55 g (68% yield) of compound XVI were obtained from MeOH/iPrOH/iPr2O after desalting on Sephadex G-10 (Trade Mark): m.p. 150°-158° C.; [α]D24 =-74.8° (c=1, MeOH); RFD 0.36; E1.2 0.55 Glu. Reactants: [H-].[H-].[H-].[H-].[Li+].[Al+3] (LiAlH4), C(C)C(C(=O)[O-])(C)C1=COC2=C1C=CC=C2OC (ethyl(7-methoxy-1-benzofuran-3-yl)propanoate). Solvent: C1CCOC1 (THF), C1CCOC1 (THF). Reaction conditions: time 1 hour. Yields the product COC1=CC=CC=2C(=COC21)C(CO)C (2-(7-methoxy-1-benzofuran-3-yl)-1-propanol). RXN SMILES: [H-].[H-].[H-].[H-].[Li+].[Al+3].[CH2:7]([C:9]([C:14]1[C:18]2[CH:19]=[CH:20][CH:21]=[C:22]([O:23][CH3:24])[C:17]=2[O:16][CH:15]=1)(C)[C:10]([O-])=[O:11])C>C1COCC1>[CH3:24][O:23][C:22]1[C:17]2[O:16][CH:15]=[C:14]([CH:9]([CH3:7])[CH2:10][OH:11])[C:18]=2[CH:19]=[CH:20][CH:21]=1 |f:0.1.2.3.4.5|. Procedure details: To a stirred suspension of LiAlH4 (200 mg, excess) in THF at 0° C., ethyl(7-methoxy-1-benzofuran-3-yl)propanoate (1.24 g, 5 mmol) in THF (20 mL) was added slowly. After the addition, reaction mixture was stirred at room temperature for 1 hr and quenched with saturated NH4Cl solution. The product was extracted with chloroform and washed well with water. It was dried over anhydrous MgSO4, filtered and concentrated. The product, 2-(7-methoxy-1-benzofuran-3-yl)-1-propanol, was obtained as a white oi...